Dataset: the Open Reaction Database (ORD), a public repository of structured organic reaction records. Task: describe an organic reaction: reactants, conditions, products, and yield The reactants are C1(=CC=C(C=C1)S(=O)(=O)O)C (Para-toluene sulfonic acid), [C@@H]1([C@H](O)[C@H](O)[C@@H](CO)O1)N1C(=O)NC(=O)C=C1 (Uridine). Solvent: CC(=O)C (acetone). Conditions: time 4 hour. Yields the product OCC1OC(C2C1OC(O2)(C)C)N2C(NC(C=C2)=O)=O (1-(6-Hydroxymethyl-2,2-dimethyl-tetrahydro-furo[3,4-d][1,3]dioxol-4-yl)-1H-pyrimidine-2,4-dione). Yield: 84.0%. RXN SMILES: [C:1]1(C)[CH:6]=CC(S(O)(=O)=O)=C[CH:2]=1.[C@@H:12]1([N:21]2[CH:28]=[CH:27][C:25](=[O:26])[NH:24][C:22]2=[O:23])[O:20][C@H:17]([CH2:18][OH:19])[C@@H:15]([OH:16])[C@H:13]1[OH:14]>CC(C)=O>[OH:19][CH2:18][CH:17]1[CH:15]2[O:16][C:1]([CH3:6])([CH3:2])[O:14][CH:13]2[CH:12]([N:21]2[CH:28]=[CH:27][C:25](=[O:26])[NH:24][C:22]2=[O:23])[O:20]1. Reported procedure: Para-toluene sulfonic acid (2.33 g, 12.3 mmoles, 3 eq.) was added to Uridine (1 g, 4.1 mmoles) in 180 mL of anhydrous acetone. After 4 hours at room temperature, acetone was evaporated and the residual crude product was dissolved in 200 mL of ethyl acetate. The organic phase was washed three times with 20 mL of a hydrogenocarbonate 10% solution, then dried over sodium sulfate. The solvent was removed under vacuum. 0.979 g of white powder was isolated (Yield: 83%). The characterization data were ... Starting materials: [BH4-], CCO, CCOC(C)=O, ClCCl, N#CC1CC1C(=O)c1ccc(F)cc1Cl, [Na+]. Product: N#CC1CC1C(O)c1ccc(F)cc1Cl. As a reaction SMILES: [BH4-:1].[CH3:21][CH2:22][OH:23].[CH3:24][CH2:25][O:26][C:27](=[O:28])[CH3:29].[Cl:18][CH2:19][Cl:20].[Cl:3][c:4]1[c:5]([C:6](=[O:7])[CH:8]2[CH:9]([C:11]#[N:12])[CH2:10]2)[cH:13][cH:14][c:15]([F:17])[cH:16]1.[Na+:2]>>[Cl:3][c:4]1[c:5]([CH:6]([OH:7])[CH:8]2[CH:9]([C:11]#[N:12])[CH2:10]2)[cH:13][cH:14][c:15]([F:17])[cH:16]1. Reactants: O=Cc1ccccc1, O, O, OCCO, Cc1ccc(S(=O)(=O)O)cc1, c1ccccc1. The product is c1ccc(C2OCCO2)cc1. As a reaction SMILES: [CH:2](=[O:3])[c:4]1[cH:5][cH:6][cH:7][cH:8][cH:9]1.[OH2:14].[OH2:1].[OH:10][CH2:11][CH2:12][OH:13].[c:15]1([CH3:16])[cH:17][cH:18][c:19]([S:20]([OH:21])(=[O:22])=[O:23])[cH:24][cH:25]1.[cH:26]1[cH:27][cH:28][cH:29][cH:30][cH:31]1>>[CH:2]1([c:4]2[cH:5][cH:6][cH:7][cH:8][cH:9]2)[O:3][CH2:12][CH2:11][O:10]1. Reactants: solid, C1CCOC1 (THF), Fe(CO)5, [Na] (sodium), C(C1=CC=CC=C1)(=O)C1=CC=CC=C1 (benzophenone). Solvent: CCCCCC (n-hexane). Yields the product C(CCCCCCCC)=O (nonanal). Yield: 92.0%. As a reaction SMILES: [Na].[C:2]([C:10]1[CH:15]=[CH:14][CH:13]=[CH:12][CH:11]=1)(=O)[C:3]1C=CC=C[CH:4]=1.C1C[O:19]CC1>CCCCCC>[CH:4](=[O:19])[CH2:3][CH2:2][CH2:10][CH2:11][CH2:12][CH2:13][CH2:14][CH3:15] |^1:0|. Procedure details: Using a Fisher-Porter bottle, 0.86 g (37.4 mmol) of solid sodium metal and 2.91 g (16 mmol) of benzophenone were added to 40 ml of dry, degassed THF under N2 flow. The reaction turned blue, characteristic of the ketyl. The Fisher-Porter bottle was then pressured up to 43 psi over atmospheric with CO and the whole reaction stirred vigorously using a magnetic stirrer at 120°. At this pressure THF can reach temperatures in excess of 100° before boiling. The reaction was cooled to 60° and 2.25 ml (1...